From a dataset of the Open Reaction Database (ORD), a public repository of structured organic reaction records. describe an organic reaction: reactants, conditions, products, and yield Starting materials: C1(CC1)C(=O)NC=1SC=C(N1)C1=CC=C(CN)C=C1 (4-[2-(cyclopropanecarbonyl-amino)-thiazol-4-yl]-benzylamine), ClC1=C(C2=C(CCN(CC2)C(C(F)(F)F)=O)C=C1)OS(=O)(=O)C(F)(F)F (7-chloro-3-(2,2,2-trifluoroacetyl)-6-trifluoromethanesulfonyloxy-2,3,4,5-tetrahydro-1H-benzo[d]azepine), C=1C=CC(=CC1)P(C=2C=CC=CC2)C3=CC=C4C=CC=CC4=C3C5=C6C=CC=CC6=CC=C5P(C=7C=CC=CC7)C=8C=CC=CC8 (BINAP), C([O-])([O-])=O.[Cs+].[Cs+] (cesium carbonate). The reagents and catalysts are C=1C=CC(=CC1)/C=C/C(=O)/C=C/C2=CC=CC=C2.C=1C=CC(=CC1)/C=C/C(=O)/C=C/C2=CC=CC=C2.C=1C=CC(=CC1)/C=C/C(=O)/C=C/C2=CC=CC=C2.[Pd].[Pd] (tris(dibenzylideneacetone)-dipalladium(0)). Solvent: C1(=CC=CC=C1)C (toluene), O1CCOCC1 (dioxane). Conditions: temperature 100 celsius. Yields the product ClC1=C(C2=C(CCN(CC2)C(C(F)(F)F)=O)C=C1)NCC1=CC=C(C=C1)C=1N=C(SC1)NC(=O)C1CC1 (7-chloro-6-{4-[2-(cyclopropanecarbonyl-amino)-thiazol-4-yl]-benzylamino}-3-(2,2,2-trifluoroacetyl)-2,3,4,5-tetrahydro-1H-benzo[d]azepine). Yield: 19.1%. RXN SMILES: [CH:1]1([C:4]([NH:6][C:7]2[S:8][CH:9]=[C:10]([C:12]3[CH:19]=[CH:18][C:15]([CH2:16][NH2:17])=[CH:14][CH:13]=3)[N:11]=2)=[O:5])[CH2:3][CH2:2]1.[Cl:20][C:21]1[CH:37]=[CH:36][C:24]2[CH2:25][CH2:26][N:27]([C:30](=[O:35])[C:31]([F:34])([F:33])[F:32])[CH2:28][CH2:29][C:23]=2[C:22]=1OS(C(F)(F)F)(=O)=O.C1C=CC(P(C2C(C3C(P(C4C=CC=CC=4)C4C=CC=CC=4)=CC=C4C=3C=CC=C4)=C3C(C=CC=C3)=CC=2)C2C=CC=CC=2)=CC=1.C(=O)([O-])[O-].[Cs+].[Cs+]>C1(C)C=CC=CC=1.C1C=CC(/C=C/C(/C=C/C2C=CC=CC=2)=O)=CC=1.C1C=CC(/C=C/C(/C=C/C2C=CC=CC=2)=O)=CC=1.C1C=CC(/C=C/C(/C=C/C2C=CC=CC=2)=O)=CC=1.[Pd].[Pd].O1CCOCC1>[Cl:20][C:21]1[CH:37]=[CH:36][C:24]2[CH2:25][CH2:26][N:27]([C:30](=[O:35])[C:31]([F:32])([F:34])[F:33])[CH2:28][CH2:29][C:23]=2[C:22]=1[NH:17][CH2:16][C:15]1[CH:14]=[CH:13][C:12]([C:10]2[N:11]=[C:7]([NH:6][C:4]([CH:1]3[CH2:3][CH2:2]3)=[O:5])[S:8][CH:9]=2)=[CH:19][CH:18]=1 |f:3.4.5,7.8.9.10.11|. Procedure details: To a slurry of 4-[2-(cyclopropanecarbonyl-amino)-thiazol-4-yl]-benzylamine (1.654 g, 6.052 mmol) in toluene (30.2 mL)/dioxane (7.8 mL), at 100° C., add a solid mixture of 7-chloro-3-(2,2,2-trifluoroacetyl)-6-trifluoromethanesulfonyloxy-2,3,4,5-tetrahydro-1H-benzo[d]azepine (1.29 g, 3.03 mmol), tris(dibenzylideneacetone)-dipalladium(0) (0.55 g, 0.61 mmol), BINAP (0.75 g, 0.12 mmol) and cesium carbonate (3.45 g, 10.6 mmol) all at once. Purge the reaction mixture with nitrogen and heat at 100° C. o... Starting materials: BrB(Br)Br, COc1cc(Br)cc([N+](=O)[O-])c1, ClCCl. Product: O=[N+]([O-])c1cc(O)cc(Br)c1. Reaction SMILES: [B:13]([Br:14])([Br:15])[Br:16].[Br:1][c:2]1[cH:3][c:4]([O:11][CH3:12])[cH:5][c:6]([N+:8](=[O:9])[O-:10])[cH:7]1.[CH2:17]([Cl:18])[Cl:19]>>[Br:1][c:2]1[cH:3][c:4]([OH:11])[cH:5][c:6]([N+:8](=[O:9])[O-:10])[cH:7]1. Reactants: Cc1ccccc1CCCN1CCNCC1, c1ccccc1, O=C(Cl)c1ccco1. The product is Cc1ccccc1CCCN1CCN(C(=O)c2ccco2)CC1, Cl. RXN SMILES: [CH3:1][c:2]1[c:3]([CH2:8][CH2:9][CH2:10][N:11]2[CH2:12][CH2:13][NH:14][CH2:15][CH2:16]2)[cH:4][cH:5][cH:6][cH:7]1.[cH:25]1[cH:26][cH:27][cH:28][cH:29][cH:30]1.[o:17]1[c:18]([C:22](=[O:23])[Cl:24])[cH:19][cH:20][cH:21]1>>[CH3:1][c:2]1[c:3]([CH2:8][CH2:9][CH2:10][N:11]2[CH2:12][CH2:13][N:14]([C:22]([c:18]3[o:17][cH:21][cH:20][cH:19]3)=[O:23])[CH2:15][CH2:16]2)[cH:4][cH:5][cH:6][cH:7]1.[ClH:24]. Reactants: C(C)N(CCOC1=CC=C(C=C1)C(CCC)=O)CC (1-(4-(2-(Diethylamino)ethoxy)phenyl)butan-1-one), ICCOCCOCCI (1,2-bis-(2-iodoethyloxy)ethane). The product is ICCOCCOCCOC1=CC=C(C=C1)C(CCC)=O (1-(4-(2-(2-(2-Iodoethoxy)ethoxy)ethoxy)phenyl)butan-1-one). As a reaction SMILES: C(N(CC)[CH2:4][CH2:5][O:6][C:7]1[CH:12]=[CH:11][C:10]([C:13](=[O:17])[CH2:14][CH2:15][CH3:16])=[CH:9][CH:8]=1)C.[I:20][CH2:21][CH2:22][O:23][CH2:24][CH2:25][O:26]CCI>>[I:20][CH2:21][CH2:22][O:23][CH2:24][CH2:25][O:26][CH2:4][CH2:5][O:6][C:7]1[CH:8]=[CH:9][C:10]([C:13](=[O:17])[CH2:14][CH2:15][CH3:16])=[CH:11][CH:12]=1. Procedure details: The title compound was prepared by using a similar procedure as described for the preparation of 21 except that 1,2-bis-(2-iodoethyloxy)ethane was used instead of 2-(diethylamino)ethyl chloride hydrochloride. This produced the crude product which was purified by flash silica gel column chromatography, eluting with 4:1 hexanes/ethyl acetate to give 43 (3.85 g, 52%) as a clear oil: MS (ES+) m/z 407.0 (M+H)+.